From a dataset of the Open Reaction Database (ORD), a public repository of structured organic reaction records. describe an organic reaction: reactants, conditions, products, and yield The reactants are CC(C)(C)OC(=O)CC(=O)CCc1ccc(-c2ccccc2)cc1, CI, Cl, [H-], [Na+], CN(C)C=O. The product is CC(C(=O)CCc1ccc(-c2ccccc2)cc1)C(=O)OC(C)(C)C. Reaction SMILES: [C:1]([CH3:2])([CH3:3])([CH3:4])[O:5][C:6]([CH2:7][C:8]([CH2:9][CH2:10][c:11]1[cH:12][cH:13][c:14](-[c:17]2[cH:18][cH:19][cH:20][cH:21][cH:22]2)[cH:15][cH:16]1)=[O:23])=[O:24].[CH3:27][I:28].[ClH:29].[H-:25].[Na+:26].[O:30]=[CH:31][N:32]([CH3:33])[CH3:34]>>[C:1]([CH3:2])([CH3:3])([CH3:4])[O:5][C:6]([CH:7]([C:8]([CH2:9][CH2:10][c:11]1[cH:12][cH:13][c:14](-[c:17]2[cH:18][cH:19][cH:20][cH:21][cH:22]2)[cH:15][cH:16]1)=[O:23])[CH3:27])=[O:24]. The reactants are C(C)OC(=O)C=1N=C(SC1)C1=C(C=CC=C1)C (2-o-Tolyl-thiazole-4-carboxylic acid ethyl ester), [OH-].[Na+] (NaOH). Run in C(Cl)Cl (CH2Cl2), C1CCOC1 (THF), CO (MeOH). Run at time 8 hour. Yields the product C1(=C(C=CC=C1)C=1SC=C(N1)C(=O)O)C (2-o-tolyl-thiazole-4-carboxylic acid). Yield: 89.2%. As a reaction SMILES: C([O:3][C:4]([C:6]1[N:7]=[C:8]([C:11]2[CH:16]=[CH:15][CH:14]=[CH:13][C:12]=2[CH3:17])[S:9][CH:10]=1)=[O:5])C.[OH-].[Na+]>C1COCC1.CO.C(Cl)Cl>[C:12]1([CH3:17])[CH:13]=[CH:14][CH:15]=[CH:16][C:11]=1[C:8]1[S:9][CH:10]=[C:6]([C:4]([OH:5])=[O:3])[N:7]=1 |f:1.2|. Reported procedure: 2-o-Tolyl-thiazole-4-carboxylic acid ethyl ester (550 mg, 2.22 mmol) was dissolved in a mixture of THF (1.0 mL) and MeOH (1.0 mL). To this was added NaOH (20% aqueous, 0.444 mL). The reaction mixture was stirred overnight and was then diluted with CH2Cl2 (30 mL) and washed with 1M NaHSO4 (30 mL). The aqueous layer was extracted with CH2Cl2 (2×30 mL), then the combined organic layers were washed with water (1×30 mL), dried over Na2SO4, filtered and concentrated under reduced pressure to give the ... Reactants: CCOC(=O)c1cc(C)oc1-c1ccccc1, CCO, [Na+], [OH-]. The product is Cc1cc(C(=O)O)c(-c2ccccc2)o1. As a reaction SMILES: [CH3:1][c:2]1[cH:3][c:4]([C:13](=[O:14])[O:15][CH2:16][CH3:17])[c:5](-[c:7]2[cH:8][cH:9][cH:10][cH:11][cH:12]2)[o:6]1.[CH3:20][CH2:21][OH:22].[Na+:19].[OH-:18]>>[CH3:1][c:2]1[cH:3][c:4]([C:13](=[O:14])[OH:15])[c:5](-[c:7]2[cH:8][cH:9][cH:10][cH:11][cH:12]2)[o:6]1. Starting materials: C1(CCCC1)C#CC1=CC(=C(C(=O)OC)C=C1)F (Methyl 4-(cyclopentylethynyl)-2-fluorobenzoate), [Li+].[OH-] (LiOH). Run in CO (MeOH). Yields the product C1(CCCC1)C#CC1=CC(=C(C(=O)O)C=C1)F (4-(cyclopentylethynyl)-2-fluorobenzoic acid). As a reaction SMILES: [CH:1]1([C:6]#[C:7][C:8]2[CH:17]=[CH:16][C:11]([C:12]([O:14]C)=[O:13])=[C:10]([F:18])[CH:9]=2)[CH2:5][CH2:4][CH2:3][CH2:2]1.[Li+].[OH-]>CO>[CH:1]1([C:6]#[C:7][C:8]2[CH:17]=[CH:16][C:11]([C:12]([OH:14])=[O:13])=[C:10]([F:18])[CH:9]=2)[CH2:5][CH2:4][CH2:3][CH2:2]1 |f:1.2|. Procedure: Methyl 4-(cyclopentylethynyl)-2-fluorobenzoate was dissolved in 10 mL of MeOH and 10 mL of 2N LiOH and the mixture was refluxed overnight. The MeOH was removed under vacuum and the basic layer was washed with EtOAC, acidified, and re-extracted with EtOAC. The organic layer was washed with brine, dried (Na2SO4), filtered and concentrated under vacuum to give the desired product (645 mg) as a beige solid. m/z=233 (M+1). Starting materials: C(#N)C1=NC(=CC(=C1)OC)OC1=CC(=CC=C1)C(F)(F)F (2-cyano-4-methoxy-6-(3-(trifluoromethyl)phenoxy} pyridine), O (water), C(C)(=O)OCC.O (ethyl acetate water). Run in Cl (hydrochloric acid). Run at temperature 100 celsius, time 2 hour. Product: COC1=CC(=NC(=C1)OC1=CC(=CC=C1)C(F)(F)F)C(=O)O (4-methoxy-6-{3-(trifluoromethyl)phenoxy}-2-pyridine carboxylic acid). RXN SMILES: [C:1]([C:3]1[CH:8]=[C:7]([O:9][CH3:10])[CH:6]=[C:5]([O:11][C:12]2[CH:17]=[CH:16][CH:15]=[C:14]([C:18]([F:21])([F:20])[F:19])[CH:13]=2)[N:4]=1)#N.[OH2:22].C(OCC)(=O)C.[OH2:29]>Cl>[CH3:10][O:9][C:7]1[CH:6]=[C:5]([O:11][C:12]2[CH:17]=[CH:16][CH:15]=[C:14]([C:18]([F:21])([F:20])[F:19])[CH:13]=2)[N:4]=[C:3]([C:1]([OH:29])=[O:22])[CH:8]=1 |f:2.3|. Procedure details: 1.0 g (0.0032 mol) of 2-cyano-4-methoxy-6-(3-(trifluoromethyl)phenoxy} pyridine was suspended in about 10 ml of concentrated hydrochloric acid, followed by stirring the obtained suspension at about 100° C. for about 2 hours. After being allowed to stand for cooling, the reaction solution was mixed with water. The reaction solution was distributed in ethyl acetate-water, followed by washing with saturated brine. Further, the product was dried with anhydrous sodium sulfate, concentrated and purifi...